The task is: describe an organic reaction: reactants, conditions, products, and yield. This data is from the Open Reaction Database (ORD), a public repository of structured organic reaction records. Starting materials: CCCCCC.C(C)(=O)OCC (hexane ethyl acetate), [H-].[Na+] (sodium hydride), OC1=C(C(=CC=C1)O)CCC (1,3-dihydroxy-2-propylbenzene), C(=O)(OC)C1=C(CBr)C=CC=C1 (2-(Carbomethoxy)benzyl bromide). Run in CN(C=O)C (dimethylformamide), C(C)(=O)OCC (ethyl acetate). Run at time 24 hour. The product is COC(C1=C(C=CC=C1)COC1=C(C(=CC=C1)O)CCC)=O (2-[(3-Hydroxy-2-Propylphenoxy)Methyl]Benzoic Acid Methyl Ester). The yield is 21.0%. RXN SMILES: [OH:1][C:2]1[CH:7]=[CH:6][CH:5]=[C:4]([OH:8])[C:3]=1[CH2:9][CH2:10][CH3:11].[H-].[Na+].[C:14]([C:18]1[CH:25]=[CH:24][CH:23]=[CH:22][C:19]=1[CH2:20]Br)([O:16][CH3:17])=[O:15].CCCCCC.C(OCC)(=O)C>CN(C)C=O.C(OCC)(=O)C>[CH3:17][O:16][C:14](=[O:15])[C:18]1[CH:25]=[CH:24][CH:23]=[CH:22][C:19]=1[CH2:20][O:1][C:2]1[CH:7]=[CH:6][CH:5]=[C:4]([OH:8])[C:3]=1[CH2:9][CH2:10][CH3:11] |f:1.2,4.5|. Procedure: A mixture of 1,3-dihydroxy-2-propylbenzene (5.00 g, 33.3 mmol) in dimethylformamide (10 mL) was treated with 97% sodium hydride (880 mg, 36.6 mmol ) as room temperature for 20 minutes. 2-(Carbomethoxy)benzyl bromide (7.62 g, 33.3 mmol) was added in one portion and the resulting mixture stirred at room temperature for 24 hours. The mixture was diluted with ethyl acetate and washed once with brine. The organic layer was dried (sodium sulfate), filtered, and concentrated in vacuo to provide a brown... Product: Cl.CN(C)CC1=CC=2CN(CCC2O1)C(C1=CC=C(C=C1)OCC1=CC=CC=C1)=O (N,N-dimethyl-[5-(4-benzyloxybenzoyl)-4,5,6,7-tetrahydrofuro[3,2-c]pyridin-2-ylmethyl]amine hydrochloride). Reactants: CN(C)CC1=CC=2CN(CCC2O1)C(C1=CC=C(C=C1)OCC1=CC=CC=C1)=O (N,N-Dimethyl-[5-(4-benzyloxybenzoyl)-4,5,6,7-tetrahydrofuro[3,2-c]pyridin-2-ylmethyl]amine), Cl (hydrogen chloride). Procedure details: N,N-Dimethyl-[5-(4-benzyloxybenzoyl)-4,5,6,7-tetrahydrofuro[3,2-c]pyridin-2-ylmethyl]amine 0.252 g was dissolved in 2 ml of methanol; hydrogen chloride in ethyl acetate was added in excess, followed by stirring. This mixture was concentrated, and recrystallized from ethanol-diethyl ether to yield the desired product. The solvent is CO (methanol), C(C)(=O)OCC (ethyl acetate). As a reaction SMILES: [CH3:1][N:2]([CH2:4][C:5]1[O:13][C:12]2[CH2:11][CH2:10][N:9]([C:14](=[O:29])[C:15]3[CH:20]=[CH:19][C:18]([O:21][CH2:22][C:23]4[CH:28]=[CH:27][CH:26]=[CH:25][CH:24]=4)=[CH:17][CH:16]=3)[CH2:8][C:7]=2[CH:6]=1)[CH3:3].[ClH:30]>CO.C(OCC)(=O)C>[ClH:30].[CH3:3][N:2]([CH2:4][C:5]1[O:13][C:12]2[CH2:11][CH2:10][N:9]([C:14](=[O:29])[C:15]3[CH:20]=[CH:19][C:18]([O:21][CH2:22][C:23]4[CH:28]=[CH:27][CH:26]=[CH:25][CH:24]=4)=[CH:17][CH:16]=3)[CH2:8][C:7]=2[CH:6]=1)[CH3:1] |f:4.5|. The reactants are C(C)OC(=O)CN=C=S (Ethoxycarbonylmethylisothiocyanate), C(CCC)N1C(N(C(C=C1NN)=O)CCC)=O (1-butyl-6-hydrazino-3-propylpyrimidine-2,4(1H,3H)-dione). Solvent: O1CCOCC1 (dioxane). Product: C(CCC)N1C(N(C(C=C1NNC(=S)NCC(=O)OCC)=O)CCC)=O (1-Butyl-6-(4-ethoxycarbonylmethylthiosemicarbazido)-3-propylpyrimidine-2,4(1H,3H)-dione). As a reaction SMILES: [CH2:1]([O:3][C:4]([CH2:6][N:7]=[C:8]=[S:9])=[O:5])[CH3:2].[CH2:10]([N:14]1[C:19]([NH:20][NH2:21])=[CH:18][C:17](=[O:22])[N:16]([CH2:23][CH2:24][CH3:25])[C:15]1=[O:26])[CH2:11][CH2:12][CH3:13]>O1CCOCC1>[CH2:10]([N:14]1[C:19]([NH:20][NH:21][C:8]([NH:7][CH2:6][C:4]([O:3][CH2:1][CH3:2])=[O:5])=[S:9])=[CH:18][C:17](=[O:22])[N:16]([CH2:23][CH2:24][CH3:25])[C:15]1=[O:26])[CH2:11][CH2:12][CH3:13]. Procedure: Ethoxycarbonylmethylisothiocyanate (15 g) was added dropwise to a stirred solution of 1-butyl-6-hydrazino-3-propylpyrimidine-2,4(1H,3H)-dione (11 g) in dioxane (100 ml). Starting materials: OBO, Cc1oc(-c2ccc(Br)cc2)nc1CCN1CCCC1, COc1ccccc1. Yields the product COc1ccc(-c2ccc(-c3nc(CCN4CCCC4)c(C)o3)cc2)cc1. RXN SMILES: [BH:1]([OH:2])[OH:3].[Br:12][c:13]1[cH:14][cH:15][c:16](-[c:19]2[o:20][c:21]([CH3:31])[c:22]([CH2:24][CH2:25][N:26]3[CH2:27][CH2:28][CH2:29][CH2:30]3)[n:23]2)[cH:17][cH:18]1.[CH3:4][O:5][c:6]1[cH:7][cH:8][cH:9][cH:10][cH:11]1>>[CH3:4][O:5][c:6]1[cH:7][cH:8][c:9](-[c:13]2[cH:14][cH:15][c:16](-[c:19]3[o:20][c:21]([CH3:31])[c:22]([CH2:24][CH2:25][N:26]4[CH2:27][CH2:28][CH2:29][CH2:30]4)[n:23]3)[cH:17][cH:18]2)[cH:10][cH:11]1. Reported procedure: To methyl ester 21 (1.64 g, 4.27 mmol) dissolved in 25 mL of THF and cooled to 0° C. was added LiOH.H2O (0.25 g, 140 mol %) dissolved in 8 mL of water. The resulting solution was cooled to 0° C., added to the THF solution of 27, stirred at 0° C. for 0.5 h, then poured into 50 mL of saturated aqueous bicarbonate. The basic mixture was then extracted with 50 mL of ether which was discarded. The water layer was acidified with 1N HCl to pH 2 and extracted with 2×100 mL of ether. The organic extracts... Reaction SMILES: [NH:1]([C:19]([O:21][CH2:22][C:23]1[CH:28]=[CH:27][CH:26]=[CH:25][CH:24]=1)=[O:20])[C@H:2]([C:4]([NH:6][C@H:7]([C:15]([O:17]C)=[O:16])[CH2:8][C:9]1[CH:14]=[CH:13][CH:12]=[CH:11][CH:10]=1)=[O:5])[CH3:3].O[Li].O.N(C(OCC1C=CC=CC=1)=O)[C@H](C(N[C@H](C(NCC(OCC1C=CC=CC=1)=O)=O)CC1C=CC=CC=1)=O)C.C(=O)(O)[O-]>C1COCC1.O>[NH:1]([C:19]([O:21][CH2:22][C:23]1[CH:28]=[CH:27][CH:26]=[CH:25][CH:24]=1)=[O:20])[C@H:2]([C:4]([NH:6][C@H:7]([C:15]([OH:17])=[O:16])[CH2:8][C:9]1[CH:14]=[CH:13][CH:12]=[CH:11][CH:10]=1)=[O:5])[CH3:3] |f:1.2|. Run in C1CCOC1 (THF), C1CCOC1 (THF), O (water). Yields the product N([C@@H](C)C(=O)N[C@@H](CC1=CC=CC=C1)C(=O)O)C(=O)OCC1=CC=CC=C1 (CBZ-Ala-Phe-OH). Run at temperature 0 celsius, time 0.5 hour. Reactants: N([C@@H](C)C(=O)N[C@@H](CC1=CC=CC=C1)C(=O)NCC(=O)OCC1=CC=CC=C1)C(=O)OCC1=CC=CC=C1 (CBZ-Ala-Phe-Gly-OBn), C([O-])(O)=O (bicarbonate), N([C@@H](C)C(=O)N[C@@H](CC1=CC=CC=C1)C(=O)OC)C(=O)OCC1=CC=CC=C1 (CBZ-Ala-Phe-OMe), O[Li].O (LiOH.H2O). The reactants are COC(=O)OC(=O)OC (DMPC), C1(=CC=CC=C1)C(C)C (cumene), S(O)(O)(=O)=O (sulfuric acid), C1(=CC=CC=C1)O (phenol). Solvent: CC(=O)C (acetone). Yields the product C(C)(C)(C1=CC=CC=C1)C1=C(C=CC=C1)O (cumylphenol). As a reaction SMILES: COC(OC(OC)=O)=O.[C:10]1([CH:16]([CH3:18])[CH3:17])[CH:15]=[CH:14][CH:13]=[CH:12][CH:11]=1.S(=O)(=O)(O)O.[C:24]1([OH:30])[CH:29]=[CH:28][CH:27]=[CH:26][CH:25]=1>CC(C)=O>[C:16]([C:25]1[CH:26]=[CH:27][CH:28]=[CH:29][C:24]=1[OH:30])([C:10]1[CH:15]=[CH:14][CH:13]=[CH:12][CH:11]=1)([CH3:18])[CH3:17]. Reported procedure: A stock solution containing 6 wt% DMPC, 15 wt% cumene and 50 ppm sulfuric acid with the balance composed of equimolar phenol and acetone was distributed among several melting point capillary tubes which were subsequently sealed and heated for various lengths of time in a stirred oil bath. The tubes were then quickly cooled by immersion in an ice bath and the contents were analyzed by gas chromatography. The amount of AMS formed increased with time up to a maximum yield and then declined as incre...